Dataset: the Open Reaction Database (ORD), a public repository of structured organic reaction records. Task: describe an organic reaction: reactants, conditions, products, and yield As a reaction SMILES: [C:1]([C:5]1[CH:39]=[CH:38][C:8]([C:9]([N:11]2[C@@H:15]([C:16]3[S:17][CH:18]=[CH:19][N:20]=3)[C@@H:14]([C:21]3[CH:26]=[N:25][CH:24]=[CH:23][N:22]=3)[CH2:13][C@@:12]2([CH2:34][CH:35]([CH3:37])[CH3:36])[C:27]([O:29]C(C)(C)C)=[O:28])=[O:10])=[CH:7][C:6]=1[CH3:40])([CH3:4])([CH3:3])[CH3:2].C(O)(C(F)(F)F)=O>>[C:1]([C:5]1[CH:39]=[CH:38][C:8]([C:9]([N:11]2[C@@H:15]([C:16]3[S:17][CH:18]=[CH:19][N:20]=3)[C@@H:14]([C:21]3[CH:26]=[N:25][CH:24]=[CH:23][N:22]=3)[CH2:13][C@@:12]2([CH2:34][CH:35]([CH3:36])[CH3:37])[C:27]([OH:29])=[O:28])=[O:10])=[CH:7][C:6]=1[CH3:40])([CH3:2])([CH3:3])[CH3:4]. Procedure: The tert-butyl ester from stage A was deprotected with TFA in a similar manner to that described in Example 1. The compound was purified by SPE (C18) eluting with water followed by acetonitrile to afford the title compound as a solid. The reactants are C(C)(C)(C)C1=C(C=C(C(=O)N2[C@@](C[C@@H]([C@@H]2C=2SC=CN2)C2=NC=CN=C2)(C(=O)OC(C)(C)C)CC(C)C)C=C1)C (rel-(2S,4S,5R)-1-(4-tert-butyl-3-methylbenzoyl)-2-isobutyl-4-(pyrazin-2-yl)-5-(1,3-thiazol-2-yl)pyrrolidine-2-carboxylic acid, tert butyl ester), C(=O)(C(F)(F)F)O (TFA). Product: C(C)(C)(C)C1=C(C=C(C(=O)N2[C@@](C[C@@H]([C@@H]2C=2SC=CN2)C2=NC=CN=C2)(C(=O)O)CC(C)C)C=C1)C (rel-(2S,4S,5R)-1-(4-tert-Butyl-3-methylbenzoyl)-2-isobutyl-4-(pyrazin-2-yl)-5-(1,3-thiazol-2-yl)pyrrolidine-2-carboxylic acid). Starting materials: CCC1(CC)CC=C(c2ccc(OC)cc2[N+](=O)[O-])CC1, CCO, [Cl-], [Fe], [NH4+]. RXN SMILES: [CH2:1]([CH3:2])[C:3]1([CH2:20][CH3:21])[CH2:4][CH:5]=[C:6]([c:9]2[c:10]([N+:17]([O-:18])=[O:19])[cH:11][c:12]([O:15][CH3:16])[cH:13][cH:14]2)[CH2:7][CH2:8]1.[CH3:24][CH2:25][OH:26].[Cl-:22].[Fe:27].[NH4+:23]>>[CH2:1]([CH3:2])[C:3]1([CH2:20][CH3:21])[CH2:4][CH:5]=[C:6]([c:9]2[c:10]([NH2:17])[cH:11][c:12]([O:15][CH3:16])[cH:13][cH:14]2)[CH2:7][CH2:8]1. Product: CCC1(CC)CC=C(c2ccc(OC)cc2N)CC1. Procedure details: A mixture of 3-iodophthalic acid dimethyl ester (1.0 g, 3.1 mmol), 2,4-dimethoxyaniline (0.48 g, 3.1 mmol), Pd2(dba)3 (0.13 g, 0.14 mmol), rac-BINAP (0.058 g, 0.093 mmol), and cesium carbonate (1.4 g, 4.3 mmol), in 6 mL toluene was heated to reflux under nitrogen for 24 hours. The reaction mixture was cooled, diluted with CH2Cl2 (10 mL), and filtered through Celite, and the filter was washed with additional CH2Cl2 (30 mL). The filtrate was evaporated, and the residue was chromatographed using a ... The product is COC(C=1C(C(=O)OC)=C(C=CC1)NC1=C(C=C(C=C1)OC)OC)=O (3-(2,4-Dimethoxyphenylamino)phthalic acid dimethyl ester). The reactants are COC(C=1C(C(=O)OC)=C(C=CC1)I)=O (3-iodophthalic acid dimethyl ester), COC1=C(N)C=CC(=C1)OC (2,4-dimethoxyaniline), C=1C=CC(=CC1)P(C=2C=CC=CC2)C3=CC=C4C=CC=CC4=C3C5=C6C=CC=CC6=CC=C5P(C=7C=CC=CC7)C=8C=CC=CC8 (rac-BINAP), C([O-])([O-])=O.[Cs+].[Cs+] (cesium carbonate). The solvent is C1(=CC=CC=C1)C (toluene), C(Cl)Cl (CH2Cl2). As a reaction SMILES: [CH3:1][O:2][C:3](=[O:15])[C:4]1[C:5](=[C:10](I)[CH:11]=[CH:12][CH:13]=1)[C:6]([O:8][CH3:9])=[O:7].[CH3:16][O:17][C:18]1[CH:24]=[C:23]([O:25][CH3:26])[CH:22]=[CH:21][C:19]=1[NH2:20].C1C=CC(P(C2C(C3C(P(C4C=CC=CC=4)C4C=CC=CC=4)=CC=C4C=3C=CC=C4)=C3C(C=CC=C3)=CC=2)C2C=CC=CC=2)=CC=1.C(=O)([O-])[O-].[Cs+].[Cs+]>C1(C)C=CC=CC=1.C(Cl)Cl.C1C=CC(/C=C/C(/C=C/C2C=CC=CC=2)=O)=CC=1.C1C=CC(/C=C/C(/C=C/C2C=CC=CC=2)=O)=CC=1.C1C=CC(/C=C/C(/C=C/C2C=CC=CC=2)=O)=CC=1.[Pd].[Pd]>[CH3:1][O:2][C:3](=[O:15])[C:4]1[C:5](=[C:10]([NH:20][C:19]2[CH:21]=[CH:22][C:23]([O:25][CH3:26])=[CH:24][C:18]=2[O:17][CH3:16])[CH:11]=[CH:12][CH:13]=1)[C:6]([O:8][CH3:9])=[O:7] |f:3.4.5,8.9.10.11.12|. Yield: 81.0%. The reagents and catalysts are C=1C=CC(=CC1)/C=C/C(=O)/C=C/C2=CC=CC=C2.C=1C=CC(=CC1)/C=C/C(=O)/C=C/C2=CC=CC=C2.C=1C=CC(=CC1)/C=C/C(=O)/C=C/C2=CC=CC=C2.[Pd].[Pd] (Pd2(dba)3). The reactants are [N-]=[N+]=[N-].[Na+] (Sodium azide), ClC1=CC=C(C=C1)N1N=NC(=C1C(C)C)C(=O)Cl (1-(4-chlorophenyl)-5-isopropyl-triazole-4-carbonyl chloride). Run in C(Cl)Cl (CH2Cl2), CC(=O)C (acetone). Conditions: time 30 minute. Product: ClC1=CC=C(C=C1)N1N=NC(=C1C(C)C)C(=O)N=[N+]=[N-] (1-(4-chlorophenyl)-5-isopropyl-triazole-4-carbonyl azide). Reaction SMILES: [N-:1]=[N+:2]=[N-:3].[Na+].[Cl:5][C:6]1[CH:11]=[CH:10][C:9]([N:12]2[C:16]([CH:17]([CH3:19])[CH3:18])=[C:15]([C:20](Cl)=[O:21])[N:14]=[N:13]2)=[CH:8][CH:7]=1>CC(C)=O.C(Cl)Cl>[Cl:5][C:6]1[CH:11]=[CH:10][C:9]([N:12]2[C:16]([CH:17]([CH3:19])[CH3:18])=[C:15]([C:20]([N:1]=[N+:2]=[N-:3])=[O:21])[N:14]=[N:13]2)=[CH:8][CH:7]=1 |f:0.1|. Procedure details: Sodium azide (610 mg in 2.5 mL of H2O, 9.39 mmol) was added to a cooled (0° C.) solution of 1-(4-chlorophenyl)-5-isopropyl-triazole-4-carbonyl chloride in acetone (7.5 mL). The resulting mixture was stirred at room temperature for 30 min, diluted with CH2Cl2 (100 mL), washed with water (50 mL) and brine (50 mL), dried (MgSO4), and concentrated in vacuo to give the crude 1-(4-chlorophenyl)-5-isopropyl-triazole-4-carbonyl azide (777 mg) which was used in the next step without further purification. The reactants are Cl.NC(=N)N (guanidine hydrochloride), C[O-].[Na+] (sodium methoxide), CN1C(=CC2=CC=CC=C12)C(=O)OC (methyl 1-methyl-2-indole-carboxylate). Run in CO (methanol). Product: Cl.CNC(=NC(=O)C=1NC2=CC=CC=C2C1)N (1-methyl-2-indoloylguanidine hydrochloride). RXN SMILES: [ClH:1].[NH2:2][C:3]([NH2:5])=[NH:4].[CH3:6][O-].[Na+].C[N:10]1[C:18]2[C:13](=[CH:14][CH:15]=[CH:16][CH:17]=2)[CH:12]=[C:11]1[C:19](OC)=[O:20]>CO>[ClH:1].[CH3:6][NH:4][C:3]([NH2:5])=[N:2][C:19]([C:11]1[NH:10][C:18]2[C:13]([CH:12]=1)=[CH:14][CH:15]=[CH:16][CH:17]=2)=[O:20] |f:0.1,2.3,6.7|. Reported procedure: After 8.58 g (89.8 mmol) of guanidine hydrochloride was added to 70 ml of a methanol solution of 4.85 g (89.8 mmol) of sodium methoxide, the mixture was stirred at room temperature. The precipitated sodium chloride was filtered off to obtain the solution. Then 1.70 g (8.97 mmol) of methyl 1-methyl-2-indole-carboxylate was added to the thus obtained solution. Subsequently methanol was distilled off under reduced pressure. The resulting residue was heated at 130° C. for 5 minutes and then allowed ... Reaction SMILES: [CH2:1]([c:5]1[cH:6][cH:7][cH:9][cH:10][cH:11]1)[N:8]([C:2](=[O:3])[O-:4])[CH:12]([CH:13]([CH2:14][CH:15]([CH2:16][c:17]1[cH:18][cH:19][cH:20][cH:21][cH:22]1)[NH:23][C:24]([CH:25]([C:26]([CH3:27])([CH3:28])[CH3:29])[N:30]1[C:31](=[O:43])[N:32]([CH2:35][c:36]2[n:37][c:38]([CH3:42])[cH:39][cH:40][cH:41]2)[CH2:33][CH2:34]1)=[O:44])[OH:45])[CH2:46][c:47]1[cH:48][cH:49][c:50](-[c:53]2[n:54][cH:55][cH:56][c:57]([CH3:59])[cH:58]2)[cH:51][cH:52]1.[CH3:61][CH2:62][O:63][C:64](=[O:65])[CH3:66].[CH3:67][OH:68].[ClH:60].[OH-:69].[OH-:70].[Pd+2:71]>>[ClH:60].[NH2:8][CH:12]([CH:13]([CH2:14][CH:15]([CH2:16][c:17]1[cH:18][cH:19][cH:20][cH:21][cH:22]1)[NH:23][C:24]([CH:25]([C:26]([CH3:27])([CH3:28])[CH3:29])[N:30]1[C:31](=[O:43])[N:32]([CH2:35][c:36]2[n:37][c:38]([CH3:42])[cH:39][cH:40][cH:41]2)[CH2:33][CH2:34]1)=[O:44])[OH:45])[CH2:46][c:47]1[cH:48][cH:49][c:50](-[c:53]2[n:54][cH:55][cH:56][c:57]([CH3:59])[cH:58]2)[cH:51][cH:52]1. Product: Cl, Cc1ccnc(-c2ccc(CC(N)C(O)CC(Cc3ccccc3)NC(=O)C(N3CCN(Cc4cccc(C)n4)C3=O)C(C)(C)C)cc2)c1. Starting materials: Cc1ccnc(-c2ccc(CC(C(O)CC(Cc3ccccc3)NC(=O)C(N3CCN(Cc4cccc(C)n4)C3=O)C(C)(C)C)N(Cc3ccccc3)C(=O)[O-])cc2)c1, CCOC(C)=O, CO, Cl, [OH-], [OH-], [Pd+2]. The reactants are COCCOc1c(OC(=O)c2ccccc2)cccc1C(=O)OC, ClCCl, O=[N+]([O-])O, O=S(=O)(O)O. Product: COCCOc1c(OC(=O)c2ccccc2)cc([N+](=O)[O-])cc1C(=O)OC. Reaction SMILES: [CH3:1][O:2][CH2:3][CH2:4][O:5][c:6]1[c:7]([C:8](=[O:9])[O:10][CH3:11])[cH:12][cH:13][cH:14][c:15]1[O:16][C:17](=[O:18])[c:19]1[cH:20][cH:21][cH:22][cH:23][cH:24]1.[Cl:34][CH2:35][Cl:36].[OH:25][N+:26]([O-:27])=[O:28].[S:29](=[O:30])(=[O:31])([OH:32])[OH:33]>>[CH3:1][O:2][CH2:3][CH2:4][O:5][c:6]1[c:7]([C:8](=[O:9])[O:10][CH3:11])[cH:12][c:13]([N+:26](=[O:25])[O-:27])[cH:14][c:15]1[O:16][C:17](=[O:18])[c:19]1[cH:20][cH:21][cH:22][cH:23][cH:24]1. Starting materials: COc1ccc(Nc2nc(-c3ccncc3)cs2)cc1, CI, [H-], [Na+], CN(C)C=O. Product: COc1ccc(N(C)c2nc(-c3ccncc3)cs2)cc1. RXN SMILES: [CH3:1][O:2][c:3]1[cH:4][cH:5][c:6]([NH:9][c:10]2[s:11][cH:12][c:13](-[c:15]3[cH:16][cH:17][n:18][cH:19][cH:20]3)[n:14]2)[cH:7][cH:8]1.[CH3:23][I:24].[H-:22].[Na+:21].[O:25]=[CH:26][N:27]([CH3:28])[CH3:29]>>[CH3:1][O:2][c:3]1[cH:4][cH:5][c:6]([N:9]([c:10]2[s:11][cH:12][c:13](-[c:15]3[cH:16][cH:17][n:18][cH:19][cH:20]3)[n:14]2)[CH3:23])[cH:7][cH:8]1.